From a dataset of the Open Reaction Database (ORD), a public repository of structured organic reaction records. describe an organic reaction: reactants, conditions, products, and yield Reactants: ClC=1C=2C(N=C(C1)C1=CC=CC=C1)=NN(C2)C (4-chloro-2-methyl-6-phenyl-2H-pyrazolo[3,4-b]pyridine), [Na] (sodium), C(C)O (ethanol). Yields the product C(C)OC=1C=2C(N=C(C1)C1=CC=CC=C1)=NN(C2)C (4-Ethoxy-2-methyl-6-phenyl-2H-pyrazolo[3,4-b]pyridine). As a reaction SMILES: Cl[C:2]1[C:3]2[C:4](=[N:14][N:15]([CH3:17])[CH:16]=2)[N:5]=[C:6]([C:8]2[CH:13]=[CH:12][CH:11]=[CH:10][CH:9]=2)[CH:7]=1.[Na].[CH2:19]([OH:21])[CH3:20]>>[CH2:19]([O:21][C:2]1[C:3]2[C:4](=[N:14][N:15]([CH3:17])[CH:16]=2)[N:5]=[C:6]([C:8]2[CH:13]=[CH:12][CH:11]=[CH:10][CH:9]=2)[CH:7]=1)[CH3:20] |^1:17|. Procedure details: 8.5 g. of 4-chloro-2-methyl-6-phenyl-2H-pyrazolo[3,4-b]pyridine (0.035 mol.) are added to a solution of 0.9 g. of sodium (0.038 mol.) in 100 ml. of absolute ethanol. The mixture is heated at 150° in an autoclave for 5 hours. After cooling, the crystallized 4-ethoxy-2-methyl-6-phenyl2H-pyrazolo[3,4-b]pyridine is filtered off, washed with alcohol and then with water, yield: 6.2 g.; m.p. 170°-171°. An additional crop of 2.4 g. is obtained by evaporation of the mother liquor, total yield: 8.6 g. (97... Starting materials: C1=CN(C=N1)C(=O)N2C=CN=C2 (CDI), CN1C(N(C(C1(CC(=O)O)CC(C)C)=O)CCC1=CC=CC=C1)=O (3-methyl-4-(2-methylpropyl)-2,5-dioxo-1-(2-phenylethyl)-4-imidazolidineacetic acid), Cl.C(C1=CC=CC=C1)ON (O-benzyl hydroxylaminehydrochloride), CN1CCOCC1 (N-methylmorpholine). Procedure: CDI (57.0 mg, 0.352 mmol) is added to a solution of 3-methyl-4-(2-methylpropyl)-2,5-dioxo-1-(2-phenylethyl)-4-imidazolidineacetic acid (113 mg, 0.340 mmol) and CH2Cl2 (2.5 mL). The solution is stirred for 1 hour at room temperature and then O-benzyl hydroxylaminehydrochloride (67.0 mg, 0.420 mmol) and N-methylmorpholine (46 μL, 0.42 mmol) are added. The solution is stirred for 60 hours at room temperature. Basic workup (CH2Cl2, NaHCO3, MgSO4) and purification by flash chromatography (1:1 hexane:... Conditions: time 1 hour. RXN SMILES: C1N=CN(C(N2C=NC=C2)=O)C=1.[CH3:13][N:14]1[C:18]([CH2:23][CH:24]([CH3:26])[CH3:25])([CH2:19][C:20](O)=[O:21])[C:17](=[O:27])[N:16]([CH2:28][CH2:29][C:30]2[CH:35]=[CH:34][CH:33]=[CH:32][CH:31]=2)[C:15]1=[O:36].Cl.[CH2:38]([O:45][NH2:46])[C:39]1[CH:44]=[CH:43][CH:42]=[CH:41][CH:40]=1.CN1CCOCC1>C(Cl)Cl>[CH2:38]([O:45][NH:46][C:20](=[O:21])[CH2:19][C:18]1([CH2:23][CH:24]([CH3:25])[CH3:26])[C:17](=[O:27])[N:16]([CH2:28][CH2:29][C:30]2[CH:35]=[CH:34][CH:33]=[CH:32][CH:31]=2)[C:15](=[O:36])[N:14]1[CH3:13])[C:39]1[CH:44]=[CH:43][CH:42]=[CH:41][CH:40]=1 |f:2.3|. Solvent: C(Cl)Cl (CH2Cl2). The yield is 63.7%. Yields the product C(C1=CC=CC=C1)ONC(CC1(N(C(N(C1=O)CCC1=CC=CC=C1)=O)C)CC(C)C)=O (N-Benzyloxy-3-methyl-4-(2-methylpropyl)-2,5-dioxo-1-(2-phenylethyl)-4-imidazolidineacetamide). Reactants: C(C)(=O)NC=1C=CC=C2C(CCC(C12)=O)N1C(C2=CC=CC=C2C1=O)=O (8-Acetylamino-4-(1,3-dioxoisoindoline-2-yl)-1-tetralone), C([O-])(O)=O.[Na+] (sodium bicarbonate). Solvent: Cl (hydrochloric acid). Yields the product NC=1C=CC=C2C(CCC(C12)=O)N1C(C2=CC=CC=C2C1=O)=O (8-Amino-4-(1,3-dioxoisoindoline-2-yl)-1-tetralone). Reaction SMILES: C([NH:4][C:5]1[CH:6]=[CH:7][CH:8]=[C:9]2[C:14]=1[C:13](=[O:15])[CH2:12][CH2:11][CH:10]2[N:16]1[C:24](=[O:25])[C:23]2[C:18](=[CH:19][CH:20]=[CH:21][CH:22]=2)[C:17]1=[O:26])(=O)C.C(=O)(O)[O-].[Na+]>Cl>[NH2:4][C:5]1[CH:6]=[CH:7][CH:8]=[C:9]2[C:14]=1[C:13](=[O:15])[CH2:12][CH2:11][CH:10]2[N:16]1[C:24](=[O:25])[C:23]2[C:18](=[CH:19][CH:20]=[CH:21][CH:22]=2)[C:17]1=[O:26] |f:1.2|. Procedure details: The compound prepared in (1) above (339 mg) was added to 10 ml of 1N hydrochloric acid and heated under reflux for 1 hour. The mixture was cooled to room temperature, alkalinized with the addition of sodium bicarbonate, and extracted with chloroform. The extract was washed with water and saturated brine in this order, and dried over anhydrous sodium sulfate. The solvent was evaporated and the residue was subjected to silica gel column chromatography using hexane-ethyl acetate (4:1) as an eluant ... Starting materials: CC(=O)Oc1c(C)nc2sc(C(=O)OC(C)(C)C)c(N)c2c1C, CO, [Li+], [OH-]. The product is Cc1nc2sc(C(=O)OC(C)(C)C)c(N)c2c(C)c1O. RXN SMILES: [C:1](=[O:2])([CH3:3])[O:4][c:5]1[c:6]([CH3:23])[c:7]2[c:8]([n:9][c:10]1[CH3:11])[s:12][c:13]([C:16](=[O:17])[O:18][C:19]([CH3:20])([CH3:21])[CH3:22])[c:14]2[NH2:15].[CH3:26][OH:27].[Li+:25].[OH-:24]>>[OH:4][c:5]1[c:6]([CH3:23])[c:7]2[c:8]([n:9][c:10]1[CH3:11])[s:12][c:13]([C:16](=[O:17])[O:18][C:19]([CH3:20])([CH3:21])[CH3:22])[c:14]2[NH2:15]. Reactants: C(C)(C)(C)OC(CC(O)C1C2C=CC(C1)C2)=O (3-bicyclo[2.2.1]hept-5-en-2-yl-3-hydroxy-propionic acid tert-butyl ester), COCCl (chloromethyl methyl ether), C(C)(C)N(CC)C(C)C (diisopropyl ethyl amine). The solvent is C(Cl)Cl (methylene chloride). Product: C(C)(C)(C)OC(CC(OCOC)C1C2C=CC(C1)C2)=O (3-bicyclo[2,2,1]hept-5-en-2-yl-3-methoxymethoxy-propionic acid t-butyl ester). The yield is 81.0%. RXN SMILES: C(N(C(C)C)CC)(C)C.[C:10]([O:14][C:15](=[O:26])[CH2:16][CH:17]([CH:19]1[CH2:24][CH:23]2[CH2:25][CH:20]1[CH:21]=[CH:22]2)[OH:18])([CH3:13])([CH3:12])[CH3:11].[CH3:27][O:28][CH2:29]Cl>C(Cl)Cl>[C:10]([O:14][C:15](=[O:26])[CH2:16][CH:17]([CH:19]1[CH2:24][CH:23]2[CH2:25][CH:20]1[CH:21]=[CH:22]2)[O:18][CH2:27][O:28][CH3:29])([CH3:13])([CH3:11])[CH3:12]. Procedure: 66 g of diisopropyl ethyl amine was dropped to a solution prepared by dissolving 100 g of 3-bicyclo[2.2.1]hept-5-en-2-yl-3-hydroxy-propionic acid tert-butyl ester (BHP) i and 44 g of chloromethyl methyl ether ii in 1 L of methylene chloride while stirring at room temperature. The mixture was stirred at room temperature for 4 hours, and reaction was evaluated by thin-layer chromatography (TLC) and terminated. This was followed by workup twice with 400 ml of each of a 1 N HCl solution and a 10% Na... Reactants: CC(=O)N1CCN(c2cc(C)c3nc(-c4c(Cl)cc[nH]c4=O)[nH]c3c2)CC1, CN1CCOCC1, NC(CO)Cc1ccccc1, CN(C)C=O. Product: CC(=O)N1CCN(c2cc(C)c3nc(-c4c(NC(CO)Cc5ccccc5)cc[nH]c4=O)[nH]c3c2)CC1. RXN SMILES: [C:1]([CH3:2])(=[O:3])[N:4]1[CH2:5][CH2:6][N:7]([c:10]2[cH:11][c:12]([CH3:27])[c:13]3[c:14]([nH:15][c:16](-[c:18]4[c:19](=[O:25])[nH:20][cH:21][cH:22][c:23]4[Cl:24])[n:17]3)[cH:26]2)[CH2:8][CH2:9]1.[CH3:39][N:40]1[CH2:41][CH2:42][O:43][CH2:44][CH2:45]1.[NH2:28][CH:29]([CH2:30][OH:31])[CH2:32][c:33]1[cH:34][cH:35][cH:36][cH:37][cH:38]1.[O:46]=[CH:47][N:48]([CH3:49])[CH3:50]>>[C:1]([CH3:2])(=[O:3])[N:4]1[CH2:5][CH2:6][N:7]([c:10]2[cH:11][c:12]([CH3:27])[c:13]3[c:14]([nH:15][c:16](-[c:18]4[c:19](=[O:25])[nH:20][cH:21][cH:22][c:23]4[NH:28][CH:29]([CH2:30][OH:31])[CH2:32][c:33]4[cH:34][cH:35][cH:36][cH:37][cH:38]4)[n:17]3)[cH:26]2)[CH2:8][CH2:9]1. Reactants: NC(=O)c1cnc(Cl)nc1NCc1ccccc1, CN1CCCC1=O, Cl, C1COCCO1, Nc1ccc(N2CCOCC2)cc1. Product: NC(=O)c1cnc(Nc2ccc(N3CCOCC3)cc2)nc1NCc1ccccc1. Reaction SMILES: [CH2:21]([c:22]1[cH:23][cH:24][cH:25][cH:26][cH:27]1)[NH:28][c:29]1[n:30][c:31]([Cl:38])[n:32][cH:33][c:34]1[C:35](=[O:36])[NH2:37].[CH3:39][N:40]1[CH2:41][CH2:42][CH2:43][C:44]1=[O:45].[ClH:20].[O:14]1[CH2:15][CH2:16][O:17][CH2:18][CH2:19]1.[O:1]1[CH2:2][CH2:3][N:4]([c:7]2[cH:8][cH:9][c:10]([NH2:11])[cH:12][cH:13]2)[CH2:5][CH2:6]1>>[O:1]1[CH2:2][CH2:3][N:4]([c:7]2[cH:8][cH:9][c:10]([NH:11][c:31]3[n:30][c:29]([NH:28][CH2:21][c:22]4[cH:23][cH:24][cH:25][cH:26][cH:27]4)[c:34]([C:35](=[O:36])[NH2:37])[cH:33][n:32]3)[cH:12][cH:13]2)[CH2:5][CH2:6]1.